From a dataset of the Open Reaction Database (ORD), a public repository of structured organic reaction records. describe an organic reaction: reactants, conditions, products, and yield Reactants: ClC(=O)OCC=C (allyl chloroformate), C(O)([O-])=O.[Na+] (sodium hydrogencarbonate), mixture, CNCC=1N2C(SC1)=CN=C2 (3-(N-methylamino)methylimidazo[5,1-b]thiazole), OCC=1N2C(SC1)=CN=C2 (3-hydroxymethylimidazo[5,1-b]thiazole). The solvent is O (water), ClCCl (dichloromethane). Reaction conditions: time 30 minute. Yields the product C(C=C)OC(=O)N(C)CC=1N2C(SC1)=CN=C2 (3-(N-allyloxycarbonyl-N-methylamino)methylimidazo[5,1-b]thiazole). Reaction SMILES: [CH3:1][NH:2][CH2:3][C:4]1[N:5]2[CH:11]=[N:10][CH:9]=[C:6]2[S:7][CH:8]=1.OCC1N2C=NC=C2SC=1.Cl[C:23]([O:25][CH2:26][CH:27]=[CH2:28])=[O:24].C(=O)([O-])O.[Na+]>O.ClCCl>[CH2:26]([O:25][C:23]([N:2]([CH2:3][C:4]1[N:5]2[CH:11]=[N:10][CH:9]=[C:6]2[S:7][CH:8]=1)[CH3:1])=[O:24])[CH:27]=[CH2:28] |f:3.4|. Procedure details: To 207 mg of a mixture of 3-(N-methylamino)methylimidazo[5,1-b]thiazole and 3-hydroxymethylimidazo[5,1-b]thiazole in a ratio of about 1:1, 10 ml of dichloromethane and 3 ml of water were added, and then 0.092 ml of allyl chloroformate was added thereto under ice-cooling. The mixture was stirred for 30 minutes under ice-cooling, while the aqueous layer was adjusted to pH 8.5 by adding a sodium hydrogencarbonate solution. The organic layer was separated, and the aqueous layer was extracted with di... Starting materials: BrC=1C=C(C=O)C=CC1OCC=C (3-Bromo-4-(2-propenyloxy)benzaldehyde), [OH-].[Na+] (sodium hydroxide), C1(=CC(=CC(=C1)C)C)C (mesitylene). Yields the product C(C=C)C=1C=C(C=O)C=C(C1O)Br (3-allyl-5-bromo-4-hydroxybenzaldehyde). RXN SMILES: [Br:1][C:2]1[CH:3]=[C:4]([CH:7]=[CH:8][C:9]=1[O:10]CC=C)[CH:5]=[O:6].[OH-].[Na+].[C:16]1(C)[CH:21]=C(C)C=C(C)[CH:17]=1>>[CH2:21]([C:8]1[CH:7]=[C:4]([CH:3]=[C:2]([Br:1])[C:9]=1[OH:10])[CH:5]=[O:6])[CH:16]=[CH2:17] |f:1.2|. Reported procedure: 3-Bromo-4-(2-propenyloxy)benzaldehyde (20.0 g, 0.083 mol) was heated under reflux in 75 ml mesitylene (1,3,5-trimethylbenzene) for 20 hours. After cooling, 250 ml 2N sodium hydroxide were added to the reaction mixture. The aqueous phase was washed two times with diethyl ether. The aqueous phase was subsequently acidified with concentrated hydrochloric acid under ice cooling and then extracted with ethyl acetate. After drying and concentrating the organic phase, there remained an oil that crystal... Reactants: O=C1NCCC12CCN(CC2)C(=O)OC(C)(C)C (tert-butyl 1-oxo-2,8-diazaspiro[4.5]decane-8-carboxylate), FC(S(=O)(=O)OC=1COC(C1CC)=O)(F)F (4-ethyl-5-oxo-2,5-dihydrofuran-3-yl trifluoromethanesulfonate), CC1(C2=C(C(=CC=C2)P(C3=CC=CC=C3)C4=CC=CC=C4)OC5=C(C=CC=C51)P(C6=CC=CC=C6)C7=CC=CC=C7)C (Xantphos), O (water), C([O-])([O-])=O.[K+].[K+] (potassium carbonate). Reagents/catalysts: C(C)(=O)[O-].[Pd+2].C(C)(=O)[O-] (palladium (II) acetate). The solvent is C1(=CC=CC=C1)C (toluene). Conditions: temperature 60 celsius. Yields the product C(C)C1=C(COC1=O)N1C(C2(CC1)CCN(CC2)C(=O)OC(C)(C)C)=O (tert-butyl 2-(4-ethyl-5-oxo-2,5-dihydrofuran-3-yl)-1-oxo-2,8-diazaspiro[4.5]decane-8-carboxylate). Reaction SMILES: [O:1]=[C:2]1[C:6]2([CH2:11][CH2:10][N:9]([C:12]([O:14][C:15]([CH3:18])([CH3:17])[CH3:16])=[O:13])[CH2:8][CH2:7]2)[CH2:5][CH2:4][NH:3]1.FC(F)(F)S(O[C:25]1[CH2:26][O:27][C:28](=[O:32])[C:29]=1[CH2:30][CH3:31])(=O)=O.CC1(C)C2C(=C(P(C3C=CC=CC=3)C3C=CC=CC=3)C=CC=2)OC2C(P(C3C=CC=CC=3)C3C=CC=CC=3)=CC=CC1=2.O.C(=O)([O-])[O-].[K+].[K+]>C1(C)C=CC=CC=1.C([O-])(=O)C.[Pd+2].C([O-])(=O)C>[CH2:30]([C:29]1[C:28](=[O:32])[O:27][CH2:26][C:25]=1[N:3]1[CH2:4][CH2:5][C:6]2([CH2:11][CH2:10][N:9]([C:12]([O:14][C:15]([CH3:18])([CH3:17])[CH3:16])=[O:13])[CH2:8][CH2:7]2)[C:2]1=[O:1])[CH3:31] |f:4.5.6,8.9.10|. Reported procedure: A mixture of tert-butyl 1-oxo-2,8-diazaspiro[4.5]decane-8-carboxylate (200 mg, 0.786 mmol), 4-ethyl-5-oxo-2,5-dihydrofuran-3-yl trifluoromethanesulfonate (246 mg, 0.944 mmol), Xantphos (45.5, 0.079 mmol), palladium (II) acetate (8.8 mg, 0.039 mmol), water (0.043 mL, 2.4 mmol), and potassium carbonate (217 mg, 1.57 mmol) in toluene (20 mL) was heated at 60° C. for 16 h. After filtration through CELITE®, the filtrate was concentrated and the residue was purified on silica gel using ethyl acetate/h... The reactants are OC(C(C)C)(C=1N=CN(C1)C(C1=CC=CC=C1)(C1=CC=CC=C1)C1=CC=CC=C1)C=1C=C2C=CC(=CC2=CC1)C(=O)OC (methyl 6-(1-hydroxy-2-methyl-1-(1-trityl-1H-imidazol-4-yl)propyl)-2-naphthoate), OC(C(C)C)(C=1N=CN(C1)C(C1=CC=CC=C1)(C1=CC=CC=C1)C1=CC=CC=C1)C=1C=C2C=CC(=CC2=CC1)C(=O)O (6-(1-hydroxy-2-methyl-1-(1-trityl-1H-imidazol-4-yl)propyl)-2-naphthoic acid), NC=1SC=CN1 (2-aminothiazole). Yields the product OC(C(C)C)(C=1N=CNC1)C=1C=C2C=CC(=CC2=CC1)C(=O)NC=1SC=CN1 (6-[1-Hydroxy-1-(1H-imidazol-4-yl)-2-methylpropyl]-N-(1,3-thiazol-2-yl)-2-naphthamide). The yield is 93.7%. As a reaction SMILES: [OH:1][C:2]([C:30]1[CH:31]=[C:32]2[C:37](=[CH:38][CH:39]=1)[CH:36]=[C:35]([C:40](OC)=[O:41])[CH:34]=[CH:33]2)([C:6]1[N:7]=[CH:8][N:9](C(C2C=CC=CC=2)(C2C=CC=CC=2)C2C=CC=CC=2)[CH:10]=1)[CH:3]([CH3:5])[CH3:4].OC(C1C=C2C(=CC=1)C=C(C(O)=O)C=C2)(C1N=CN(C(C2C=CC=CC=2)(C2C=CC=CC=2)C2C=CC=CC=2)C=1)C(C)C.[NH2:86][C:87]1[S:88][CH:89]=[CH:90][N:91]=1>>[OH:1][C:2]([C:30]1[CH:31]=[C:32]2[C:37](=[CH:38][CH:39]=1)[CH:36]=[C:35]([C:40]([NH:86][C:87]1[S:88][CH:89]=[CH:90][N:91]=1)=[O:41])[CH:34]=[CH:33]2)([C:6]1[N:7]=[CH:8][NH:9][CH:10]=1)[CH:3]([CH3:5])[CH3:4]. Reported procedure: In a manner to that described in Example 9-(i), methyl 6-(1-hydroxy-2-methyl-1-(1-trityl-1H-imidazol-4-yl)propyl)-2-naphthoate (570 mg) was converted to 6-(1-hydroxy-2-methyl-1-(1-trityl-1H-imidazol-4-yl)propyl)-2-naphthoic acid, which was reacted with 2-aminothiazole (150 mg) in a similar manner as described in Example 24-(i) to give the titled compound (370 mg) as a colorless powder. The reactants are [H-].[Na+] (sodium hydride), C1=CC=CC=C1.O1CCCC1 (benzene tetrahydrofuran), C1(=CC=C(C=C1)S(=O)(=O)N=[N+]=[N-])C (p-toluenesulfonyl azide), O=C(CP(OC)(OC)=O)C (dimethyl 2-oxopropylphosphonate). Solvent: 6/1, O (Water). Conditions: temperature 0 celsius, time 1 hour. The product is [N+](=[N-])=C(C(C)=O)P(OC)(OC)=O (dimethyl 1-diazo-2-oxopropylphosphonate). Reaction SMILES: [H-].[Na+].C1C=CC=CC=1.O1CCCC1.[O:14]=[C:15]([CH3:23])[CH2:16][P:17](=[O:22])([O:20][CH3:21])[O:18][CH3:19].C1(C)C=CC(S([N:33]=[N+:34]=[N-])(=O)=O)=CC=1>O>[N+:33](=[C:16]([P:17](=[O:22])([O:20][CH3:21])[O:18][CH3:19])[C:15](=[O:14])[CH3:23])=[N-:34] |f:0.1,2.3|. Reported procedure: To a suspension of sodium hydride (0.32 g, 13.2 mmol) in 100 mL 6/1 benzene/tetrahydrofuran was added dimethyl 2-oxopropylphosphonate (2.0 g, 12 mmol) dropwise at 0° C. After the addition, the mixture was stirred at 0° C. for 1 hour and p-toluenesulfonyl azide (13% in toluene, 19.2 g, 12.6 mmol) was added dropwise. The mixture was allowed to warm to room temperature and stirred overnight. Water was added and extracted with ethyl acetate (twice). The combined organic layers were washed with brine... Reactants: [Li]CCCC, C1CCOC1, CI, CCOC(C)=O, O, OC1(c2nccs2)CCC2(CC1)OCCO2. Product: Cc1cnc(C2(O)CCC3(CC2)OCCO3)s1. RXN SMILES: [CH2:1]([Li:2])[CH2:3][CH2:4][CH3:5].[CH2:25]1[O:26][CH2:27][CH2:28][CH2:29]1.[CH3:22][I:23].[CH3:30][CH2:31][O:32][C:33]([CH3:34])=[O:35].[OH2:24].[s:6]1[c:7]([C:11]2([OH:21])[CH2:12][CH2:13][C:14]3([O:15][CH2:16][CH2:17][O:18]3)[CH2:19][CH2:20]2)[n:8][cH:9][cH:10]1>>[CH3:1][c:10]1[s:6][c:7]([C:11]2([OH:21])[CH2:12][CH2:13][C:14]3([O:15][CH2:16][CH2:17][O:18]3)[CH2:19][CH2:20]2)[n:8][cH:9]1. Reactants: OC1=C(N)C=CC(=C1)[N+](=O)[O-] (2-hydroxy 4-nitro aniline), CSC1=C(C=CC=C1)N=C=O (2-methylthio phenyl isocyanate). Product: OC1=C(C=CC(=C1)[N+](=O)[O-])NC(=O)NC1=C(C=CC=C1)SC (N-(2-hydroxy-4-nitro phenyl) N′-(2-methylthio phenyl) urea). Yield: 60.9%. As a reaction SMILES: [OH:1][C:2]1[CH:8]=[C:7]([N+:9]([O-:11])=[O:10])[CH:6]=[CH:5][C:3]=1[NH2:4].[CH3:12][S:13][C:14]1[CH:19]=[CH:18][CH:17]=[CH:16][C:15]=1[N:20]=[C:21]=[O:22]>>[OH:1][C:2]1[CH:8]=[C:7]([N+:9]([O-:11])=[O:10])[CH:6]=[CH:5][C:3]=1[NH:4][C:21]([NH:20][C:15]1[CH:16]=[CH:17][CH:18]=[CH:19][C:14]=1[S:13][CH3:12])=[O:22]. Reported procedure: The urea was prepared from 2-hydroxy 4-nitro aniline (500 mg , 3.24 mmol) and 2-methylthio phenyl isocyanate (3.24 mmol) by general Method B. The product was purified by dilution with methylene chloride and precipitation with hexanes. Filtering afforded the title compound (0.63 g, 61%). EI-MS m/z 320 (M+H)+ Starting materials: C(C1=CC=CC=C1)(=O)Cl (benzoyl chloride), C1(=CC=CC=C1)C(CC(O)C1=CC=CC=C1)O (1,3-diphenyl-1,3-propandiol), C(CC)(=O)Cl (propionyl chloride), C1(=CC=CC=C1)C(C(C(O)C1=CC=CC=C1)C)O (1,3-diphenyl-2-methyl-1,3-propandiol). Yields the product C(CC)(=O)OC(CC(OC(CC)=O)C1=CC=CC=C1)C1=CC=CC=C1 (1,3-diphenyl-1,3-propandiol dipropionate). Reaction SMILES: [C:1](Cl)(=[O:8])[C:2]1[CH:7]=CC=CC=1.[C:10](Cl)(=[O:13])[CH2:11][CH3:12].[C:15]1([CH:21]([OH:32])[CH:22](C)[CH:23]([C:25]2[CH:30]=[CH:29][CH:28]=[CH:27][CH:26]=2)[OH:24])[CH:20]=[CH:19][CH:18]=[CH:17][CH:16]=1.C1(C(O)CC(C2C=CC=CC=2)O)C=CC=CC=1>>[C:10]([O:32][CH:21]([C:15]1[CH:16]=[CH:17][CH:18]=[CH:19][CH:20]=1)[CH2:22][CH:23]([C:25]1[CH:26]=[CH:27][CH:28]=[CH:29][CH:30]=1)[O:24][C:1](=[O:8])[CH2:2][CH3:7])(=[O:13])[CH2:11][CH3:12]. Procedure: Synthetic procedure was identical with that described in synthetic example 42(3), except that benzoyl chloride was replaced by propionyl chloride, and 1,3-diphenyl-2-methyl-1,3-propandiol was replaced by 1,3-diphenyl-1,3-propandiol. 1HNMR: δ (ppm) 7.13-7.36(10H, ArH), 5.76(2H, CH), 2.5(4H, CH2), 2.11(2H, CH2), 1.1(6H, CH3)